This data is from the Open Reaction Database (ORD), a public repository of structured organic reaction records. The task is: describe an organic reaction: reactants, conditions, products, and yield Reactants: ClC1=CC(=NC2=C(C3=C(C=C12)C(CC(O3)C(=O)OCC)=O)CCC)C(=O)OC (Ethyl 6-chloro-2,3-dihydro-8-methoxycarbonyl-4-oxo-10-propyl-4H-pyrano[3,2-g]quinoline-2-carboxylate). The reagents and catalysts are [Pd] (Pd/C). Solvent: C1(=CC=C(C=C1)C)C(C)C (cymene). Product: ClC1=CC(=NC2=C(C3=C(C=C12)C(C=C(O3)C(=O)OCC)=O)CCC)C(=O)OC (Ethyl 6-chloro-8-methoxycarbonyl-4-oxo-10-propyl-4H-pyrano[3,2-g]quinoline-2-carboxylate). Isolated yield 6.7%. As a reaction SMILES: [Cl:1][C:2]1[C:11]2[C:6](=[C:7]([CH2:22][CH2:23][CH3:24])[C:8]3[O:15][CH:14]([C:16]([O:18][CH2:19][CH3:20])=[O:17])[CH2:13][C:12](=[O:21])[C:9]=3[CH:10]=2)[N:5]=[C:4]([C:25]([O:27][CH3:28])=[O:26])[CH:3]=1>C1(C(C)C)C=CC(C)=CC=1.[Pd]>[Cl:1][C:2]1[C:11]2[C:6](=[C:7]([CH2:22][CH2:23][CH3:24])[C:8]3[O:15][C:14]([C:16]([O:18][CH2:19][CH3:20])=[O:17])=[CH:13][C:12](=[O:21])[C:9]=3[CH:10]=2)[N:5]=[C:4]([C:25]([O:27][CH3:28])=[O:26])[CH:3]=1. Procedure details: Ethyl 6-chloro-2,3-dihydro-8-methoxycarbonyl-4-oxo-10-propyl-4H-pyrano[3,2-g]quinoline-2-carboxylate (0.405 g) was suspended in cymene (10 ml) and refluxed with Pd/C (5%, 0.200 g) for 10 hours. The whole was filtered hot, to remove the catalyst, cooled, poured into petroleum ether (40°-60°, 40 ml), to give a pale buff solid, which was chromatographed of silica, to give the title compound, (0.027 g) mp 174°-176°. Starting materials: COCCBr, CCOC(C)=O, [K+], [K+], O=C([O-])[O-], CN(C)C=O, COc1cc(C=O)ccc1O. Yields the product COCCOc1ccc(C=O)cc1OC. RXN SMILES: [CH3:12][O:13][CH2:14][CH2:15][Br:16].[CH3:28][CH2:29][O:30][C:31]([CH3:32])=[O:33].[K+:22].[K+:23].[O-:24][C:25]([O-:26])=[O:27].[O:17]=[CH:18][N:19]([CH3:20])[CH3:21].[O:1]=[CH:2][c:3]1[cH:4][c:5]([O:6][CH3:7])[c:8]([OH:9])[cH:10][cH:11]1>>[O:1]=[CH:2][c:3]1[cH:4][c:5]([O:6][CH3:7])[c:8]([O:9][CH2:15][CH2:14][O:13][CH3:12])[cH:10][cH:11]1.